From a dataset of the Open Reaction Database (ORD), a public repository of structured organic reaction records. describe an organic reaction: reactants, conditions, products, and yield Reactants: C(CC(=O)OCC)(=O)OCC (diethyl malonate), [H-].[Na+] (sodium hydride), IC1=CC=C(C(=O)Cl)C=C1 (4-iodobenzoyl chloride), C(=O)=O.CC(=O)C (dry ice acetone). Solvent: O1CCCC1 (tetrahydrofuran), O1CCCC1 (tetrahydrofuran), O (water). Reaction conditions: time 1 hour. Product: IC1=CC=C(C(=O)C(C(=O)OCC)C(=O)OCC)C=C1 (Diethyl 4-iodobenzoyl-malonate). Isolated yield 28.0%. RXN SMILES: [C:1]([O:9][CH2:10][CH3:11])(=[O:8])[CH2:2][C:3]([O:5][CH2:6][CH3:7])=[O:4].[H-].[Na+].[I:14][C:15]1[CH:23]=[CH:22][C:18]([C:19](Cl)=[O:20])=[CH:17][CH:16]=1.C(=O)=O.CC(C)=O>O.O1CCCC1>[I:14][C:15]1[CH:23]=[CH:22][C:18]([C:19]([CH:2]([C:3]([O:5][CH2:6][CH3:7])=[O:4])[C:1]([O:9][CH2:10][CH3:11])=[O:8])=[O:20])=[CH:17][CH:16]=1 |f:1.2,4.5|. Reported procedure: To a mixture of 41.8 g of diethyl malonate and 100 ml of tetrahydrofuran, 11.0 g of 60% sodium hydride was added, and the resulting mixture was stirred at room temperature for 1 hour. The mixture was added gradually dropwise to a mixture of 69.5 g of 4-iodobenzoyl chloride and 300 ml of tetrahydrofuran under cooling with dry ice-acetone. The reaction mixture was stirred for 3 hours, and then 300 ml of water was added. The tetrahydrofuran was removed from the reaction mixture by evaporation under...